Dataset: the Open Reaction Database (ORD), a public repository of structured organic reaction records. Task: describe an organic reaction: reactants, conditions, products, and yield Starting materials: BrB(Br)Br, O=C([O-])O, COCCNc1nonc1-c1noc(=O)n1-c1cccc(C(F)(F)F)c1, CCOC(C)=O, ClCCl, [Na+], O. The product is O=c1onc(-c2nonc2NCCO)n1-c1cccc(C(F)(F)F)c1. RXN SMILES: [B:27]([Br:28])([Br:29])[Br:30].[C:31](=[O:32])([OH:33])[O-:34].[CH3:1][O:2][CH2:3][CH2:4][NH:5][c:6]1[c:7](-[c:11]2[n:12][o:13][c:14](=[O:26])[n:15]2-[c:16]2[cH:17][c:18]([C:22]([F:23])([F:24])[F:25])[cH:19][cH:20][cH:21]2)[n:8][o:9][n:10]1.[CH3:36][CH2:37][O:38][C:39](=[O:40])[CH3:41].[Cl:42][CH2:43][Cl:44].[Na+:35].[OH2:45]>>[OH:2][CH2:3][CH2:4][NH:5][c:6]1[c:7](-[c:11]2[n:12][o:13][c:14](=[O:26])[n:15]2-[c:16]2[cH:17][c:18]([C:22]([F:23])([F:24])[F:25])[cH:19][cH:20][cH:21]2)[n:8][o:9][n:10]1. Starting materials: [H-].[Na+] (NaH), ClC1=NC=C(C2=CC=CC=C12)O (1-chloroisoquinolin-4-ol), C(C=C)Br (allyl bromide). Solvent: C(C)(=O)OCC (ethyl acetate), CN(C)C=O (DMF). Conditions: time 1 hour. Product: C(C=C)OC1=CN=C(C2=CC=CC=C12)Cl (4-(allyloxy)-1-chloroisoquinoline). Isolated yield 81.7%. As a reaction SMILES: [H-].[Na+].[Cl:3][C:4]1[C:13]2[C:8](=[CH:9][CH:10]=[CH:11][CH:12]=2)[C:7]([OH:14])=[CH:6][N:5]=1.[CH2:15](Br)[CH:16]=[CH2:17]>CN(C=O)C.C(OCC)(=O)C>[CH2:17]([O:14][C:7]1[C:8]2[C:13](=[CH:12][CH:11]=[CH:10][CH:9]=2)[C:4]([Cl:3])=[N:5][CH:6]=1)[CH:16]=[CH2:15] |f:0.1|. Procedure: To a stirring solution of NaH (0.334 g, 8.35 mmol) in DMF (10 mL) at 0° C. was added 1-chloroisoquinolin-4-ol (1 g, 5.57 mmol). The mixture was stirred at 0° C. for 10 min. before the addition of allyl bromide (0.808 g, 6.68 mmol) dropwise. The reaction mixture was stirred at rt for 1 h. The reaction mixture was diluted with ethyl acetate and then quenched with 1N HCl solution. The organic layer was washed with brine, dried over MgSO4, filtered and evaporated to get the crude material. The mater... Starting materials: C(C)OC(C(CC(C(C)C)=O)=O)=O (5-Methyl-2,4-dioxo-hexanoic acid ethyl ester), COC1=CC=C(CN)C=C1 (4-methoxybenzyl amine), ClC1=CC(=C(C=O)C=C1)C (4-Chloro-2-methylbenzaldehyde). Solvent: C(C)#N (acetonitrile), C(C)(=O)O (acetic acid). Conditions: time 10 minute. The product is ClC1=CC(=C(C=C1)C1C(=C(C(N1CC1=CC=C(C=C1)OC)=O)O)C(C(C)C)=O)C (5-(4-Chloro-2-methyl-phenyl)-3-hydroxy-4-isobutyryl-1-(4-methoxy-benzyl)-1,5-dihydro-pyrrol-2-one). The yield is 73.0%. RXN SMILES: C(O[C:4](=[O:13])[C:5](=[O:12])[CH2:6][C:7](=[O:11])[CH:8]([CH3:10])[CH3:9])C.[CH3:14][O:15][C:16]1[CH:23]=[CH:22][C:19]([CH2:20][NH2:21])=[CH:18][CH:17]=1.[Cl:24][C:25]1[CH:32]=[CH:31][C:28]([CH:29]=O)=[C:27]([CH3:33])[CH:26]=1>C(O)(=O)C.C(#N)C>[Cl:24][C:25]1[CH:32]=[CH:31][C:28]([CH:29]2[N:21]([CH2:20][C:19]3[CH:22]=[CH:23][C:16]([O:15][CH3:14])=[CH:17][CH:18]=3)[C:4](=[O:13])[C:5]([OH:12])=[C:6]2[C:7](=[O:11])[CH:8]([CH3:9])[CH3:10])=[C:27]([CH3:33])[CH:26]=1. Procedure: 5-Methyl-2,4-dioxo-hexanoic acid ethyl ester (5.6 g, 36.4 mmol) was added to a solution of 4-methoxybenzyl amine (5 g, 36.4 mmol) in acetic acid (40 mL). The mixture was stirred for 10 min at rt. 4-Chloro-2-methylbenzaldehyde (6.77 g, 36.4 mmol) was added. The reaction mixture was heated to 120° C., stirred at this temperature overnight, allowed to cool to rt and diluted with acetonitrile. The resulting precipitate was collected by vacuum filtration and dried to provide 11 g of the title compoun... The reactants are COC(=O)C1CC(O)C(NC(=O)c2ccc(Cl)s2)C1, Nc1ccc(-n2ccncc2=O)cc1F. Product: O=C(NC1CC(C(=O)Nc2ccc(-n3ccncc3=O)cc2F)CC1O)c1ccc(Cl)s1. Reaction SMILES: [CH3:1][O:2][C:3](=[O:4])[CH:5]1[CH2:6][CH:7]([NH:11][C:12](=[O:13])[c:14]2[s:15][c:16]([Cl:19])[cH:17][cH:18]2)[CH:8]([OH:10])[CH2:9]1.[NH2:20][c:21]1[c:22]([F:34])[cH:23][c:24](-[n:27]2[c:28](=[O:33])[cH:29][n:30][cH:31][cH:32]2)[cH:25][cH:26]1>>[C:3](=[O:4])([CH:5]1[CH2:6][CH:7]([NH:11][C:12](=[O:13])[c:14]2[s:15][c:16]([Cl:19])[cH:17][cH:18]2)[CH:8]([OH:10])[CH2:9]1)[NH:20][c:21]1[c:22]([F:34])[cH:23][c:24](-[n:27]2[c:28](=[O:33])[cH:29][n:30][cH:31][cH:32]2)[cH:25][cH:26]1. Reactants: [C-]#N, Cc1ccccc1, Cl, N#C[K], O=N[O-], CCOC(=O)NNc1cc(C)c(-c2cccc(N)c2)nn1, [Na+], O. Product: CCOC(=O)NNc1cc(C)c(-c2cccc(C#N)c2)nn1. RXN SMILES: [C-:27]#[N:28].[CH3:32][c:33]1[cH:34][cH:35][cH:36][cH:37][cH:38]1.[ClH:22].[K:29][C:30]#[N:31].[N:23]([O-:24])=[O:25].[NH2:1][c:2]1[cH:3][c:4](-[c:8]2[c:9]([CH3:21])[cH:10][c:11]([NH:14][NH:15][C:16](=[O:17])[O:18][CH2:19][CH3:20])[n:12][n:13]2)[cH:5][cH:6][cH:7]1.[Na+:26].[OH2:39]>>[c:2]1([C:30]#[N:31])[cH:3][c:4](-[c:8]2[c:9]([CH3:21])[cH:10][c:11]([NH:14][NH:15][C:16](=[O:17])[O:18][CH2:19][CH3:20])[n:12][n:13]2)[cH:5][cH:6][cH:7]1. Reactants: O=C(O)c1cccc(-c2cccc([N+](=O)[O-])c2)n1, Nc1nnn[nH]1, O=S(Cl)Cl. The product is O=C(Nc1nnn[nH]1)c1cccc(-c2cccc([N+](=O)[O-])c2)n1. As a reaction SMILES: [N+:1](=[O:2])([O-:3])[c:4]1[cH:5][c:6](-[c:10]2[cH:11][cH:12][cH:13][c:14]([C:16](=[O:17])[OH:18])[n:15]2)[cH:7][cH:8][cH:9]1.[NH2:23][c:24]1[n:25][n:26][n:27][nH:28]1.[S:19]([Cl:20])([Cl:21])=[O:22]>>[N+:1](=[O:2])([O-:3])[c:4]1[cH:5][c:6](-[c:10]2[cH:11][cH:12][cH:13][c:14]([C:16](=[O:18])[NH:23][c:24]3[nH:25][n:26][n:27][n:28]3)[n:15]2)[cH:7][cH:8][cH:9]1. Starting materials: C(C=1C(O)=CC=CC1)=O (salicylaldehyde), NCCCCCCN (hexamethylenediamine). The reagents and catalysts are [Ni] (Raney nickel). Solvent: C(C)(C)O (isopropanol). Yields the product OC1=C(CNCCCCCCNCC2=C(C=CC=C2)O)C=CC=C1 (N,N'-Bis-(2-hydroxybenzyl)-hexamethylenediamine). As a reaction SMILES: [CH:1](=O)[C:2]1[C:3](=[CH:5][CH:6]=[CH:7][CH:8]=1)[OH:4].[NH2:10][CH2:11][CH2:12][CH2:13][CH2:14][CH2:15][CH2:16][NH2:17]>C(O)(C)C.[Ni]>[OH:4][C:3]1[CH:5]=[CH:6][CH:7]=[CH:8][C:2]=1[CH2:1][NH:10][CH2:11][CH2:12][CH2:13][CH2:14][CH2:15][CH2:16][NH:17][CH2:1][C:2]1[CH:8]=[CH:7][CH:6]=[CH:5][C:3]=1[OH:4]. Reported procedure: 122.1 g of a bisazomethine prepared from 2 mols of salicylaldehyde and 1 mol of hexamethylenediamine and having a melting point of 72°-73° C. are hydrogenated in 550 ml of isopropanol in an autoclave in the presence of 8 g of Raney nickel at 75° C. and under a pressure of 90 atmospheres. The product crystallises out at room temperature and is dissolved by boiling with the addition of a further 650 ml of isopropanol. The catalyst is filtered off, and N,N'-bis-(2-hydroxybenzyl)hexamethylenediamine... Reactants: ClC1=CC(=CC(=C1)Br)Br (1-Chloro-3,5-dibromobenzene), S1C2=C(C=C1C=O)C=CC=C2 (benzo[b]thiophene-2-carboxaldehyde). Product: S1C2=C(C=C1CC1=CC(=CC(=C1)Cl)Br)C=CC=C2 (1-(Benzo[b]thiophen-2-ylmethyl)-3-bromo-5-chlorobenzene). RXN SMILES: [Cl:1][C:2]1[CH:7]=[C:6]([Br:8])[CH:5]=[C:4](Br)[CH:3]=1.[S:10]1[C:14]([CH:15]=O)=[CH:13][C:12]2[CH:17]=[CH:18][CH:19]=[CH:20][C:11]1=2>>[S:10]1[C:14]([CH2:15][C:4]2[CH:3]=[C:2]([Cl:1])[CH:7]=[C:6]([Br:8])[CH:5]=2)=[CH:13][C:12]2[CH:17]=[CH:18][CH:19]=[CH:20][C:11]1=2. Procedure details: 1-Chloro-3,5-dibromobenzene and benzo[b]thiophene-2-carboxaldehyde were treated in a manner similar to Reference Example 1 to give the target compound.